From a dataset of the Open Reaction Database (ORD), a public repository of structured organic reaction records. describe an organic reaction: reactants, conditions, products, and yield The reactants are FC=1C=CC(=NC1)N1N=C(C(=C1)C(=O)OCC)I (ethyl 1-(5-fluoropyridin-2-yl)-3-iodo-1H-pyrazole-4-carboxylate), CC=1SC=CN1 (2-methyl-1,3-thiazole), C1(=CC=CC=C1)P(C1=CC=CC=C1)C1=CC=CC=C1 (triphenylphosphine), C([O-])([O-])=O.[Cs+].[Cs+] (cesium carbonate), C(=O)(O)[O-].[Na+] (NaHCO3). Reagents/catalysts: C(C)(=O)[O-].[Pd+2].C(C)(=O)[O-] (palladium(II) acetate). Solvent: CN(C)C=O (DMF), O (water). Reaction conditions: temperature 140 celsius, time 2 hour. Yields the product FC=1C=CC(=NC1)N1N=C(C(=C1)C(=O)OCC)C1=CN=C(S1)C (Ethyl 1-(5-fluoropyridin-2-yl)-3-(2-methyl-1,3-thiazol-5-yl)-1H-pyrazole-4-carboxylate). Yield: 65.1%. Reaction SMILES: [F:1][C:2]1[CH:3]=[CH:4][C:5]([N:8]2[CH:12]=[C:11]([C:13]([O:15][CH2:16][CH3:17])=[O:14])[C:10](I)=[N:9]2)=[N:6][CH:7]=1.[CH3:19][C:20]1[S:21][CH:22]=[CH:23][N:24]=1.C1(P(C2C=CC=CC=2)C2C=CC=CC=2)C=CC=CC=1.C(=O)([O-])[O-].[Cs+].[Cs+].C([O-])(O)=O.[Na+]>CN(C=O)C.C([O-])(=O)C.[Pd+2].C([O-])(=O)C.O>[F:1][C:2]1[CH:3]=[CH:4][C:5]([N:8]2[CH:12]=[C:11]([C:13]([O:15][CH2:16][CH3:17])=[O:14])[C:10]([C:22]3[S:21][C:20]([CH3:19])=[N:24][CH:23]=3)=[N:9]2)=[N:6][CH:7]=1 |f:3.4.5,6.7,9.10.11|. Procedure: To a solution of ethyl 1-(5-fluoropyridin-2-yl)-3-iodo-1H-pyrazole-4-carboxylate (0.40 g, 1.11 mmol) in DMF (3.7 mL) were added 2-methyl-1,3-thiazole (0.17 g, 1.66 mmol), palladium(II) acetate (25.0 mg, 0.11 mmol), triphenylphosphine (58.0 mg, 0.22 mmol) and cesium carbonate (0.72 g, 2.22 mmol). The mixture was heated 140° C. in a seal vial. After 2 h, water and saturated aqueous NaHCO3 were added and the mixture was extracted with ethyl acetate (3×). The combined organic extracts was dried over...